describe an organic reaction: reactants, conditions, products, and yield From a dataset of the Open Reaction Database (ORD), a public repository of structured organic reaction records. Starting materials: CC(C)C1=CC2=C(C=C1)[C@]3(CCC[C@@]([C@@H]3CC2)(C)CN)C (dehydroabietylamine), C(C)(=O)O (acetic acid). The solvent is C1(=CC=CC=C1)C (toluene), C1(=CC=CC=C1)C (toluene). Run at time 8 hour. Yields the product CC(C)C1=CC2=C(C=C1)[C@]3(CCC[C@@]([C@@H]3CC2)(C)CN)C.CC(=O)O (dehydroabietylamine acetate). The yield is 78.0%. Reaction SMILES: [CH3:1][CH:2]([C:4]1[CH:9]=[CH:8][C:7]2[C@:10]3([CH3:21])[C@@H:15]([CH2:16][CH2:17][C:6]=2[CH:5]=1)[C@@:14]([CH2:19][NH2:20])([CH3:18])[CH2:13][CH2:12][CH2:11]3)[CH3:3].[C:22]([OH:25])(=[O:24])[CH3:23]>C1(C)C=CC=CC=1>[CH3:3][CH:2]([C:4]1[CH:9]=[CH:8][C:7]2[C@:10]3([CH3:21])[C@@H:15]([CH2:16][CH2:17][C:6]=2[CH:5]=1)[C@@:14]([CH2:19][NH2:20])([CH3:18])[CH2:13][CH2:12][CH2:11]3)[CH3:1].[CH3:23][C:22]([OH:25])=[O:24] |f:3.4|. Procedure: A solution of dehydroabietylamine (60%, 100 g, 0.21 mol) in toluene (170 mL) was treated with a second solution of glacial acetic acid (24 mL) in toluene (55 mL) at room temperature. The mixture was stored at room temperature overnight. The crystalline salt was collected by filtration, washed with cold toluene and recrystallized from boiling toluene (152 mL). The crystals were collected by filtration, washed with n-pentane and air-dried to give dehydroabietylamine acetate (47 g, 78%) as a white ... Reactants: ClC1=CC=C(CN2C(CCC2)=C[N+](=O)[O-])C=C1 (1-p-chlorobenzyl-2-nitromethylene-pyrrolidine), [OH-].[Na+] (sodium hydroxide), [H-] (hydride), [Li] (lithium), [Al] (aluminum). Solvent: O1CCCC1 (tetrahydrofurane), O (water), O (water), O1CCCC1 (tetrahydrofurane). Product: NCC1N(CCC1)CC1=CC=C(C=C1)Cl (2-aminomethyl-1-p-chlorobenzyl-pyrrolidine). Isolated yield 80.3%. RXN SMILES: [H-].[Li].[Al].[Cl:4][C:5]1[CH:20]=[CH:19][C:8]([CH2:9][N:10]2[CH2:14][CH2:13][CH2:12][C:11]2=[CH:15][N+:16]([O-])=O)=[CH:7][CH:6]=1.[OH-].[Na+]>O1CCCC1.O>[NH2:16][CH2:15][CH:11]1[CH2:12][CH2:13][CH2:14][N:10]1[CH2:9][C:8]1[CH:7]=[CH:6][C:5]([Cl:4])=[CH:20][CH:19]=1 |f:4.5,^1:1|. Procedure details: 500 ml of anhydrous tetrahydrofurane and 23.4 g (0.615 mol) of the double hydride of lithium and aluminum are introduced into a reactor equipped with a mechanical stirrer, and a solution of 27.3 g (0.108 mol) of 1-p-chlorobenzyl-2-nitromethylene-pyrrolidine in 1,000 ml of tetrahydrofurane is then added slowly. The reaction mixture is heated at the reflux temperature for 12 hours and then cooled, and 53 ml of water are added dropwise, followed by 53 ml of 20% strength sodium hydroxide solution an... Reactants: FC=1C=C(C=CC1)C1OC2=CC=C(C=C2CC1)O (2-(3-fluorophenyl)chroman-6-ol), BrC=1C=C(C=CC1)C1OC2=CC=C(C=C2C(C1)O)O (2-(3-bromophenyl)chroman-4,6-diol). Yields the product BrC=1C=C(C=CC1)C1OC2=CC=C(C=C2CC1)O (2-(3-Bromophenyl)chroman-6-ol). As a reaction SMILES: FC1C=C(C2CCC3C(=CC=C(O)C=3)O2)C=CC=1.[Br:19][C:20]1[CH:21]=[C:22]([CH:26]2[CH2:35][CH:34](O)[C:33]3[C:28](=[CH:29][CH:30]=[C:31]([OH:37])[CH:32]=3)[O:27]2)[CH:23]=[CH:24][CH:25]=1>>[Br:19][C:20]1[CH:21]=[C:22]([CH:26]2[CH2:35][CH2:34][C:33]3[C:28](=[CH:29][CH:30]=[C:31]([OH:37])[CH:32]=3)[O:27]2)[CH:23]=[CH:24][CH:25]=1. Procedure: 2-(3-Bromophenyl)chroman-6-ol was prepared as described for 2-(3-fluorophenyl)chroman-6-ol in Example 9(c) starting from 700 mg of 2-(3-bromophenyl)chroman-4,6-diol. 1H NMR (400 MHz, d6-DMSO) δ: 8.81 (s, 1H), 7.61 (m, 1H), 7.51 (m, 1H), 7.43 (m, 1H), 7.35 (m, 1H), 6.67-6.48 (m, 3H), 5.01 (m, 1H), 2.87 (m, 1H), 2.63 (m, 1H), 2.12 (m, 1H), 1.92 (m, 1H). Starting materials: C(C)(C)OC=1C=C(C(=O)O)C=CC1 (3-isopropoxybenzoic acid), C(C(=O)Cl)(=O)Cl (oxalyl chloride). The solvent is ClCCl (dichloromethane). Reaction conditions: time 2 hour. Yields the product C(C)(C)OC=1C=C(C(=O)Cl)C=CC1 (3-isopropoxy-benzoyl chloride). As a reaction SMILES: [CH:1]([O:4][C:5]1[CH:6]=[C:7]([CH:11]=[CH:12][CH:13]=1)[C:8](O)=[O:9])([CH3:3])[CH3:2].C(Cl)(=O)C([Cl:17])=O>ClCCl>[CH:1]([O:4][C:5]1[CH:6]=[C:7]([CH:11]=[CH:12][CH:13]=1)[C:8]([Cl:17])=[O:9])([CH3:3])[CH3:2]. Reported procedure: Combine 3-isopropoxybenzoic acid (50 mmol) and dichloromethane (100 mL). Cool in an ice bath. Add in dropwise fashion, oxalyl chloride (55 mmol). Allow the reaction mixture to warm to ambient temperature. After 2 h, concentrate in vacuo to obtain a residue. Use the title compound without further purification. The reactants are FC1=CC=C(C=C1)C1=CC(=NC2=CC(=CC=C12)CN1[C@H](CNC(C1)C(F)(F)F)C)C#N (4-(4-fluorophenyl)-7-(((2S)-2-methyl-5-(trifluoromethyl)piperazin-1-yl)methyl)quinoline-2-carbonitrile), Cl (HCl), C([O-])([O-])=O.[K+].[K+] (potassium carbonate). Conditions: time 4 hour. Yields the product N1=C(C=CC2=CC=CC=C12)C(=O)N (quinoline-2-carboxamide). Reaction SMILES: FC1C=CC([C:8]2[C:17]3[C:12](=[CH:13][C:14](CN4CC(C(F)(F)F)NC[C@@H]4C)=[CH:15][CH:16]=3)[N:11]=[C:10]([C:30]#[N:31])[CH:9]=2)=CC=1.Cl.C(=O)([O-])[O-:34].[K+].[K+]>>[N:11]1[C:12]2[C:17](=[CH:16][CH:15]=[CH:14][CH:13]=2)[CH:8]=[CH:9][C:10]=1[C:30]([NH2:31])=[O:34] |f:2.3.4|. Reported procedure: 4-(4-fluorophenyl)-7-(((2S)-2-methyl-5-(trifluoromethyl)piperazin-1-yl)methyl)quinoline-2-carbonitrile (275 mg, 0.642 mmol) was dissolved in conc HCl (2636 μl, 32.1 mmol) and then stirred at ambient temperature for 4 hours. The yellow solution was slowly poured into aq potassium carbonate (12.8 ml, 5M, 64 mmol) at 0° C. The resulting mixture was extracted with chloroform. The organic portion was dried over MgSO4 and concentrated. The residue was purified by preparative HPLC Chiralpak AD, 5 cm×50...